This data is from the Open Reaction Database (ORD), a public repository of structured organic reaction records. The task is: describe an organic reaction: reactants, conditions, products, and yield The reactants are [N+](=O)([O-])C1=CC=C(COC(=O)C=2N3C([C@@H]([C@H]3SC2)Br)=O)C=C1 ((5R,6S)-6-bromo-7-oxo-4-thia-1-aza-bicyclo[3.2.0]hept-2-ene-2-carboxylic acid 4-nitro-benzyl ester), CNC1(CC=NC=C1)NC (4,4-dimethylamino pyridine), C(C)(=O)OC(C)=O (acetic anhydride), C1=C(N=C2N1C1=CC=CC=C1N=C2)C=O (imidazo[1,2-a]quinoxaline-2-carboxaldehyde), [Mg+2].[Br-].[Br-] (MgBr2), C(CC(O)(C(=O)O)CC(=O)O)(=O)O (Citric acid). The solvent is C1CCOC1 (THF), C(C)N(CC)CC (triethylamine), C(C)#N (acetonitrile), C(C)#N (acetonitrile). Conditions: temperature -20 celsius, time 10 minute. Product: [N+](=O)([O-])C1=CC=C(COC(=O)C=2N3C(C([C@H]3SC2)(Br)C(C=2N=C3N(C4=CC=CC=C4N=C3)C2)OC(C)=O)=O)C=C1 ((5R,6RS)-6-((RS)-Acetoxy imidazo[1,2-a]quinoxalin-2-ylmethyl)-6-bromo-7-oxo-4-thia-1-azabicyclo[3.2.0]hept-2-ene-2-carboxylic acid p-nitrobenzyl ester). Reaction SMILES: [CH:1]1[N:5]2[C:6]3[C:11]([N:12]=[CH:13][C:4]2=[N:3][C:2]=1[CH:14]=[O:15])=[CH:10][CH:9]=[CH:8][CH:7]=3.[Mg+2].[Br-].[Br-].[N+:19]([C:22]1[CH:40]=[CH:39][C:25]([CH2:26][O:27][C:28]([C:30]2[N:31]3[C@H:34]([S:35][CH:36]=2)[C@@H:33]([Br:37])[C:32]3=[O:38])=[O:29])=[CH:24][CH:23]=1)([O-:21])=[O:20].CNC1(NC)C=CN=CC1.[C:51](OC(=O)C)(=[O:53])[CH3:52].C(O)(=O)CC(CC(O)=O)(C(O)=O)O>C(N(CC)CC)C.C1COCC1.C(#N)C>[N+:19]([C:22]1[CH:40]=[CH:39][C:25]([CH2:26][O:27][C:28]([C:30]2[N:31]3[C@H:34]([S:35][CH:36]=2)[C:33]([CH:14]([O:15][C:51](=[O:53])[CH3:52])[C:2]2[N:3]=[C:4]4[CH:13]=[N:12][C:11]5[C:6](=[CH:7][CH:8]=[CH:9][CH:10]=5)[N:5]4[CH:1]=2)([Br:37])[C:32]3=[O:38])=[O:29])=[CH:24][CH:23]=1)([O-:21])=[O:20] |f:1.2.3|. Procedure: A dry acetonitrile (33 mL) solution of imidazo[1,2-a]quinoxaline-2-carboxaldehyde (505 mg) was added to a dry acetonitrile (20 mL) solution of MgBr2 (1.1 g) under an nitrogen atmosphere at room temperature, and the mixture was stirred for 10 min. After addition of the dry THF (25 mL) solution of (5R,6S)-6-bromo-7-oxo-4-thia-1-aza-bicyclo[3.2.0]hept-2-ene-2-carboxylic acid 4-nitro-benzyl ester (931 mg), the mixture was cooled to −20° C. then triethylamine (0.8 mL) was added in one portion. The re... The reactants are CO, COC(=O)c1nn(C)c(=O)cc1Nc1ccc(I)cc1F, [Li+], C1CCOC1, [OH-], O. Yields the product Cn1nc(C(=O)O)c(Nc2ccc(I)cc2F)cc1=O. As a reaction SMILES: [CH3:22][OH:23].[F:1][c:2]1[c:3]([NH:9][c:10]2[c:11]([C:18](=[O:19])[O:20][CH3:21])[n:12][n:13]([CH3:17])[c:14](=[O:16])[cH:15]2)[cH:4][cH:5][c:6]([I:8])[cH:7]1.[Li+:25].[O:27]1[CH2:28][CH2:29][CH2:30][CH2:31]1.[OH-:26].[OH2:24]>>[F:1][c:2]1[c:3]([NH:9][c:10]2[c:11]([C:18](=[O:19])[OH:20])[n:12][n:13]([CH3:17])[c:14](=[O:16])[cH:15]2)[cH:4][cH:5][c:6]([I:8])[cH:7]1. Starting materials: CC(=O)OC(=O)C (Ac2O), N1=CC=CC=C1 (pyridine), O[C@@H](C(=O)OC(C)(C)C)[C@@H]1C(N(CCO1)C1=CC=C(C=C1)C(F)(F)F)=O ((R)-tert-butyl 2-hydroxy-2-((R)-3-oxo-4-(4-(trifluoromethyl)phenyl)morpholin-2-yl)acetate). The reagents and catalysts are CN(C)C=1C=CN=CC1 (DMAP). Solvent: C(Cl)Cl (CH2Cl2), CCOC(=O)C (EtOAc). Conditions: temperature 0 celsius, time 2 hour. Yields the product C(C)(=O)O[C@@H](C(=O)OC(C)(C)C)[C@@H]1C(N(CCO1)C1=CC=C(C=C1)C(F)(F)F)=O ((R)-tert-butyl 2-acetoxy-2-((R)-3-oxo-4-(4-(trifluoromethyl)phenyl)morpholin-2-yl)acetate). RXN SMILES: [OH:1][C@H:2]([C@H:10]1[O:15][CH2:14][CH2:13][N:12]([C:16]2[CH:21]=[CH:20][C:19]([C:22]([F:25])([F:24])[F:23])=[CH:18][CH:17]=2)[C:11]1=[O:26])[C:3]([O:5][C:6]([CH3:9])([CH3:8])[CH3:7])=[O:4].[CH3:27][C:28](OC(C)=O)=[O:29].N1C=CC=CC=1>C(Cl)Cl.CN(C1C=CN=CC=1)C.CCOC(C)=O>[C:28]([O:1][C@H:2]([C@H:10]1[O:15][CH2:14][CH2:13][N:12]([C:16]2[CH:21]=[CH:20][C:19]([C:22]([F:23])([F:25])[F:24])=[CH:18][CH:17]=2)[C:11]1=[O:26])[C:3]([O:5][C:6]([CH3:9])([CH3:8])[CH3:7])=[O:4])(=[O:29])[CH3:27]. Procedure: Compound 93-1 (350 mg, 0.932 mmol) was dissolved in CH2Cl2 (4.66 ml) and cooled to 0° C., Ac2O (0.176 ml, 2 eq), pyridine (0.151 ml, 2 eq), and DMAP (11 mg, 0.1 eq) was added. The mixture was stirred for 2 hours, diluted with EtOAc, washed with CuSO4 solution, water, dried and concentrated to give 370 mg of compound 93-2. Procedure details: A stirred solution of 10 g of N-[[2-[3-(dimethylamino)propoxy]phenyl]methyl]benzeneethanamine in 50 ml of chloroform is treated dropwise at 10° to 15° C. with 2.7 ml of methanesulfonyl chloride dissolved in 50 ml of chloroform, stirred for 1 hour at room temperature (some solid separates), refluxed for 1 hour (solution obtained), and maintained at room temperature for about 16 hours. Reactants: CN(CCCOC1=C(C=CC=C1)CNCCC1=CC=CC=C1)C (N-[[2-[3-(dimethylamino)propoxy]phenyl]methyl]benzeneethanamine), CS(=O)(=O)Cl (methanesulfonyl chloride). Run at time 1 hour. Yields the product Cl.CN(CCCOC1=C(C=CC=C1)CN(S(=O)(=O)C)CCC1=CC=CC=C1)C (N-[[2-[3-(Dimethylamino)propoxy]phenyl]methyl]-N-(2-phenylethyl)methanesulfonamide, hydrochloride). As a reaction SMILES: [CH3:1][N:2]([CH3:23])[CH2:3][CH2:4][CH2:5][O:6][C:7]1[CH:12]=[CH:11][CH:10]=[CH:9][C:8]=1[CH2:13][NH:14][CH2:15][CH2:16][C:17]1[CH:22]=[CH:21][CH:20]=[CH:19][CH:18]=1.[CH3:24][S:25]([Cl:28])(=[O:27])=[O:26]>C(Cl)(Cl)Cl>[ClH:28].[CH3:23][N:2]([CH3:1])[CH2:3][CH2:4][CH2:5][O:6][C:7]1[CH:12]=[CH:11][CH:10]=[CH:9][C:8]=1[CH2:13][N:14]([CH2:15][CH2:16][C:17]1[CH:18]=[CH:19][CH:20]=[CH:21][CH:22]=1)[S:25]([CH3:24])(=[O:27])=[O:26] |f:3.4|. The solvent is C(Cl)(Cl)Cl (chloroform), C(Cl)(Cl)Cl (chloroform). The reactants are ClC1=CC(=NC(=N1)N[C@@H](C)C1=CC=C(C=C1)F)NC1=NC=CN=C1 ((S)-6-chloro-N2-[1-(4-fluorophenyl)ethyl]-N4-(pyrazin-2-yl)pyrimidine-2,4-diamine), C1(CCCCC1)P(C1=C(C=CC=C1)C1=C(C=C(C=C1C(C)C)C(C)C)C(C)C)C1CCCCC1 (2-dicyclohexylphosphino-2′,4′,6′-triisopropylbiphenyl), CC(C)([O-])C.[Na+] (sodium t-butoxide), tris(dibenzylideneacetone)(chloroform)dipalladium, C(C)(C)(C)OC(=O)N1CC(C1)C#N (1-(t-butoxycarbonyl)-3-cyanoazetidine), FC(C(=O)O)(F)F (trifluoroacetic acid). The solvent is C(C)N(CC)CC (triethylamine), O1CCOCC1 (1,4-dioxane), C(C)(=O)OCC (ethyl acetate), C(Cl)Cl (methylene chloride). Conditions: time 8 hour. The product is FC1=CC=C(C=C1)[C@H](C)NC1=NC(=CC(=N1)N1CC(C1)C#N)NC1=NC=CN=C1 ((S)-1-{2-[1-(4-Fluorophenyl)ethylamino]-6-(pyrazin-2-ylamino)pyrimidin-4-yl}azetidine-3-carbonitrile). Yield: 25.0%. RXN SMILES: C(O[C:6]([N:8]1[CH2:11][CH:10]([C:12]#[N:13])[CH2:9]1)=O)(C)(C)C.FC(F)(F)C(O)=O.ClC1[N:27]=[C:26]([NH:28][C@H:29]([C:31]2[CH:36]=[CH:35][C:34]([F:37])=[CH:33][CH:32]=2)[CH3:30])[N:25]=[C:24]([NH:38][C:39]2[CH:44]=[N:43][CH:42]=[CH:41][N:40]=2)[CH:23]=1.C1(P(C2CCCCC2)C2C=CC=CC=2C2C(C(C)C)=CC(C(C)C)=CC=2C(C)C)CCCCC1.CC(C)([O-])C.[Na+]>C(Cl)Cl.O1CCOCC1.C(OCC)(=O)C.C(N(CC)CC)C>[F:37][C:34]1[CH:33]=[CH:32][C:31]([C@@H:29]([NH:28][C:26]2[N:27]=[C:6]([N:8]3[CH2:9][CH:10]([C:12]#[N:13])[CH2:11]3)[CH:23]=[C:24]([NH:38][C:39]3[CH:44]=[N:43][CH:42]=[CH:41][N:40]=3)[N:25]=2)[CH3:30])=[CH:36][CH:35]=1 |f:4.5|. Procedure details: 216 mg of 1-(t-butoxycarbonyl)-3-cyanoazetidine was dissolved in 2.5 ml of methylene chloride, and 1 ml of trifluoroacetic acid was added thereto, and the mixture was stirred at room temperature overnight. The solvent was distilled off under reduced pressure to obtain brown oil. The obtained oil was dissolved in 4 ml of degassed 1,4-dioxane, and 302 mg of triethylamine, 205 mg of (S)-6-chloro-N2-[1-(4-fluorophenyl)ethyl]-N4-(pyrazin-2-yl)pyrimidine-2,4-diamine, 57 mg of 2-dicyclohexylphosphino-2... The reactants are ice water, FC1=C(CN2N=C(C3=CC=CC=C23)C2=NC=C(C(=N2)NC2=C(C=NC=C2)C#N)OC)C=CC=C1 (4-({2-[1-(2-fluorobenzyl)-1H-indazol-3-yl]-5-methoxypyrimidin-4-yl}amino)pyridine-3-carbonitrile), OO (hydrogen peroxide), [OH-].[Na+] (sodium hydroxide). Solvent: CS(=O)C (dimethyl sulfoxide). Conditions: temperature 63 celsius, time 3 hour. Yields the product FC1=C(CN2N=C(C3=CC=CC=C23)C2=NC=C(C(=N2)NC2=C(C=NC=C2)C(=O)N)OC)C=CC=C1 (4-({2-[1-(2-fluorobenzyl)-1H-indazol-3-yl]-5-methoxypyrimidin-4-yl}amino)pyridine-3-carboxamide). Reaction SMILES: [F:1][C:2]1[CH:34]=[CH:33][CH:32]=[CH:31][C:3]=1[CH2:4][N:5]1[C:13]2[C:8](=[CH:9][CH:10]=[CH:11][CH:12]=2)[C:7]([C:14]2[N:19]=[C:18]([NH:20][C:21]3[CH:26]=[CH:25][N:24]=[CH:23][C:22]=3[C:27]#[N:28])[C:17]([O:29][CH3:30])=[CH:16][N:15]=2)=[N:6]1.[OH-:35].[Na+].OO>CS(C)=O>[F:1][C:2]1[CH:34]=[CH:33][CH:32]=[CH:31][C:3]=1[CH2:4][N:5]1[C:13]2[C:8](=[CH:9][CH:10]=[CH:11][CH:12]=2)[C:7]([C:14]2[N:19]=[C:18]([NH:20][C:21]3[CH:26]=[CH:25][N:24]=[CH:23][C:22]=3[C:27]([NH2:28])=[O:35])[C:17]([O:29][CH3:30])=[CH:16][N:15]=2)=[N:6]1 |f:1.2|. Procedure details: 54 mg of 4-({2-[1-(2-fluorobenzyl)-1H-indazol-3-yl]-5-methoxypyrimidin-4-yl}amino)pyridine-3-carbonitrile (24-1, 0.12 mmol, 1. eq.) were dissolved in 1.6 ml of dimethyl sulfoxide under nitrogene atmosphere. 42 μl of 3 M aqueous sodium hydroxide solution (0.126 mmol, 1.05 eq.) were added. The mixture was oilbath heated to 63° C. bath temperature. At this temperature 302 μl hydrogen peroxide (30% in water) (9.87 mmol, 82.2 eq.) were added dropwise. The reaction mixture was stirred at 65° C. bath t... Reactants: C(C)(C)(C)OC(COC1=CC=C(C=C1)CCC(=O)N1CCC2(CN\C(\N2)=N/C(=O)C2=NC(=C(N=C2N)N)Cl)CC1)=O ([4-(3-{2-[(E)-3,5-Diamino-6-chloro-pyrazine-2-carbonylimino]-1,3,8-triaza-spiro[4.5]dec-8-yl}-3-oxo-propyl)-phenoxy]-acetic acid tert-butyl ester), [OH-].[Na+] (NaOH), [OH-].[Na+] (NaOH), C(=O)(O)[O-].[Na+] (NaHCO3), ClCC(=O)N(CCC)CCC (2-chloro-N,N-dipropyl-acetamide). Solvent: CC(C)O (iPrOH), CC1CCCO1.O (2-MeTHF Water). Run at time 2 hour. Product: C(CC)N(C(=O)COC(COC1=CC=C(C=C1)CCC(=O)N1CCC2(CN\C(\N2)=N/C(=O)C2=NC(=C(N=C2N)N)Cl)CC1)=O)CCC ([4-(3-{2-[(E)-3,5-Diamino-6-chloro-pyrazine-2-carbonylimino]-1,3,8-triaza-spiro[4.5]dec-8-yl}-3-oxo-propyl)-phenoxy]-acetic acid dipropylcarbamoylmethyl ester). Reaction SMILES: C([O:5][C:6](=[O:41])[CH2:7][O:8][C:9]1[CH:14]=[CH:13][C:12]([CH2:15][CH2:16][C:17]([N:19]2[CH2:40][CH2:39][C:22]3([NH:26]/[C:25](=[N:27]/[C:28]([C:30]4[C:35]([NH2:36])=[N:34][C:33]([NH2:37])=[C:32]([Cl:38])[N:31]=4)=[O:29])/[NH:24][CH2:23]3)[CH2:21][CH2:20]2)=[O:18])=[CH:11][CH:10]=1)(C)(C)C.[OH-].[Na+].C([O-])(O)=O.[Na+].Cl[CH2:50][C:51]([N:53]([CH2:57][CH2:58][CH3:59])[CH2:54][CH2:55][CH3:56])=[O:52]>CC1OCCC1.O.CC(O)C>[CH2:54]([N:53]([CH2:57][CH2:58][CH3:59])[C:51]([CH2:50][O:5][C:6](=[O:41])[CH2:7][O:8][C:9]1[CH:14]=[CH:13][C:12]([CH2:15][CH2:16][C:17]([N:19]2[CH2:40][CH2:39][C:22]3([NH:26]/[C:25](=[N:27]/[C:28]([C:30]4[C:35]([NH2:36])=[N:34][C:33]([NH2:37])=[C:32]([Cl:38])[N:31]=4)=[O:29])/[NH:24][CH2:23]3)[CH2:21][CH2:20]2)=[O:18])=[CH:11][CH:10]=1)=[O:52])[CH2:55][CH3:56] |f:1.2,3.4,6.7|. Procedure details: To a suspension of [4-(3-{2-[(E)-3,5-Diamino-6-chloro-pyrazine-2-carbonylimino]-1,3,8-triaza-spiro[4.5]dec-8-yl}-3-oxo-propyl)-phenoxy]-acetic acid tert-butyl ester, (WO09074575, Ex. 71, page 134) (6.0 g, 8.2 mmol) in 2-MeTHF/Water (60 ml/10 ml) was added NaOH (1.0 g, 25 mmol) portionwise. The reaction mixture was stirred at RT for 2 h. The organic layer was separated and washed with water (3×10 ml). Water (60 ml) was added and the 2-MeTHF was removed in vacuo THF (30 ml) was added, followed by ...